From a dataset of the Open Reaction Database (ORD), a public repository of structured organic reaction records. describe an organic reaction: reactants, conditions, products, and yield Reactants: C1(CCCC1)C1=NN=C(S1)N (5-cyclopentyl-1,3,4-thiadiazol-2-amine), C(C)NS(=O)(=O)C=1C(=CC(=C(C(=O)O)C1)F)F (5-[(ethylamino)sulfonyl]-2,4-difluorobenzoic acid), C(CCl)Cl (EDC), C=1C=CC2=C(C1)N=NN2O (HOBt). The solvent is CN(C=O)C (N,N-dimethylformamide), ClCCl (dichloromethane). Reaction conditions: time 10 minute. Product: C1(CCCC1)C1=NN=C(S1)NC(C1=C(C=C(C(=C1)S(=O)(=O)NCC)F)F)=O (N-(5-cyclopentyl-1,3,4-thiadiazol-2-yl)-5-[(ethylamino)sulfonyl]-2,4-difluorobenzamide). Reaction SMILES: [CH2:1]([NH:3][S:4]([C:7]1[C:8]([F:17])=[CH:9][C:10]([F:16])=[C:11]([CH:15]=1)[C:12]([OH:14])=O)(=[O:6])=[O:5])[CH3:2].C(Cl)CCl.C1C=CC2N(O)N=NC=2C=1.[CH:32]1([C:37]2[S:41][C:40]([NH2:42])=[N:39][N:38]=2)[CH2:36][CH2:35][CH2:34][CH2:33]1>CN(C)C=O.ClCCl>[CH:32]1([C:37]2[S:41][C:40]([NH:42][C:12](=[O:14])[C:11]3[CH:15]=[C:7]([S:4]([NH:3][CH2:1][CH3:2])(=[O:5])=[O:6])[C:8]([F:17])=[CH:9][C:10]=3[F:16])=[N:39][N:38]=2)[CH2:33][CH2:34][CH2:35][CH2:36]1. Procedure details: 2,4-difluorobenzoic acid (200 mg, 0.765 mmol) in chlorosulfonic acid (1.535 ml, 22.92 mmol) was stirred at room temperature for 30 seconds, then microwave 200 degree for 10 mins. The reaction mixture was cooled to room temperature and dumped on ice (10 g) slowly. Ethyl acetate (25 ml) was added and extracted twice with ethyl acetate (10 mL X2). The combined organic phase was dried over MgSO4. Ethylamine (1833 μl, 3.67 mmol) in THF (2.0 M) was added, stirred at room temperature for 10 mins and wa... Reactants: CC(=O)O[BH-](OC(C)=O)OC(C)=O, C=O, COC(=O)c1ccc(CNc2ccc(O)cc2F)cc1C, CC(=O)O, [Na+]. The product is COC(=O)c1ccc(CN(C)c2ccc(O)cc2F)cc1C. RXN SMILES: [C:24]([O:25][BH-:26]([O:27][C:28](=[O:29])[CH3:30])[O:31][C:32](=[O:33])[CH3:34])(=[O:35])[CH3:36].[CH2:22]=[O:23].[CH3:1][O:2][C:3]([c:4]1[c:5]([CH3:20])[cH:6][c:7]([CH2:10][NH:11][c:12]2[c:13]([F:19])[cH:14][c:15]([OH:18])[cH:16][cH:17]2)[cH:8][cH:9]1)=[O:21].[CH3:38][C:39](=[O:40])[OH:41].[Na+:37]>>[CH3:1][O:2][C:3]([c:4]1[c:5]([CH3:20])[cH:6][c:7]([CH2:10][N:11]([c:12]2[c:13]([F:19])[cH:14][c:15]([OH:18])[cH:16][cH:17]2)[CH3:24])[cH:8][cH:9]1)=[O:21].